This data is from the Open Reaction Database (ORD), a public repository of structured organic reaction records. The task is: describe an organic reaction: reactants, conditions, products, and yield Starting materials: NC1CN(CCC1)C(=O)OC(C)(C)C (tert-butyl 3-aminopiperidine-1-carboxylate), NC1=NC(=CC=C1C#N)Cl (2-Amino-6-chloropyridine-3-carbonitrile), C(C)(C)N(CC)C(C)C (diisopropylethylamine). Run in CS(=O)C (DMSO), C(C)(=O)OCC (ethyl acetate), O (water). Run at temperature 130 celsius. Product: NC1=C(C=CC(=N1)NC1CN(CCC1)C(=O)OC(C)(C)C)C#N (tert-Butyl 3-[(6-amino-5-cyanopyridin-2-yl)amino]piperidine-1-carboxylate). RXN SMILES: [NH2:1][CH:2]1[CH2:7][CH2:6][CH2:5][N:4]([C:8]([O:10][C:11]([CH3:14])([CH3:13])[CH3:12])=[O:9])[CH2:3]1.[NH2:15][C:16]1[C:21]([C:22]#[N:23])=[CH:20][CH:19]=[C:18](Cl)[N:17]=1.C(N(C(C)C)CC)(C)C>CS(C)=O.C(OCC)(=O)C.O>[NH2:15][C:16]1[N:17]=[C:18]([NH:1][CH:2]2[CH2:7][CH2:6][CH2:5][N:4]([C:8]([O:10][C:11]([CH3:14])([CH3:13])[CH3:12])=[O:9])[CH2:3]2)[CH:19]=[CH:20][C:21]=1[C:22]#[N:23]. Procedure: 2.15 g (10.7 mmol) of tert-butyl 3-aminopiperidine-1-carboxylate, 1.50 g (9.77 mmol) of 2-amino-6-chloropyridine-3-carbonitrile (Example 28A) and 1.89 g (14.7 mmol) of diisopropylethylamine were suspended in 6 ml of DMSO and heated in a microwave reactor at 130° C. for 8 h. The reaction mixture was diluted with ethyl acetate (100 ml) and water (40 ml), and the organic phase was separated off and washed with saturated aqueous sodium chloride solution (50 ml), dried over magnesium sulfate and conc... Starting materials: CCOC(=O)c1ccc(-c2ccc(OCCCCO[Si](C)(C)C(C)(C)C)c(-c3ccc4c(c3)C(C)(C)CCC4(C)C)c2)cc1, CCCC[N+](CCCC)(CCCC)CCCC, [F-], C1CCOC1, O. Reaction SMILES: [C:19]([Si:20]([CH3:21])([CH3:22])[O:24][CH2:25][CH2:26][CH2:27][CH2:28][O:29][c:30]1[c:31](-[c:47]2[cH:48][c:49]3[c:54]([cH:55][cH:56]2)[C:53]([CH3:57])([CH3:58])[CH2:52][CH2:51][C:50]3([CH3:59])[CH3:60])[cH:32][c:33](-[c:36]2[cH:37][cH:38][c:39]([C:42](=[O:43])[O:44][CH2:45][CH3:46])[cH:40][cH:41]2)[cH:34][cH:35]1)([CH3:23])([CH3:61])[CH3:62].[CH3:2][CH2:3][CH2:4][CH2:5][N+:6]([CH2:7][CH2:8][CH2:9][CH3:10])([CH2:11][CH2:12][CH2:13][CH3:14])[CH2:15][CH2:16][CH2:17][CH3:18].[F-:1].[O:64]1[CH2:65][CH2:66][CH2:67][CH2:68]1.[OH2:63]>>[OH:24][CH2:25][CH2:26][CH2:27][CH2:28][O:29][c:30]1[c:31](-[c:47]2[cH:48][c:49]3[c:54]([cH:55][cH:56]2)[C:53]([CH3:57])([CH3:58])[CH2:52][CH2:51][C:50]3([CH3:59])[CH3:60])[cH:32][c:33](-[c:36]2[cH:37][cH:38][c:39]([C:42](=[O:43])[O:44][CH2:45][CH3:46])[cH:40][cH:41]2)[cH:34][cH:35]1. Yields the product CCOC(=O)c1ccc(-c2ccc(OCCCCO)c(-c3ccc4c(c3)C(C)(C)CCC4(C)C)c2)cc1. The reactants are O=[Ag], CCOB[O-], O=C1CCc2c(Br)cccc21, O=C([O-])[O-], Cc1ccccc1, [K+], [K+]. Yields the product CCc1cccc2c1CCC2=O. RXN SMILES: [Ag:30]=[O:31].[BH:12]([O-:13])[O:16][CH2:14][CH3:15].[Br:1][c:2]1[c:3]2[c:7]([cH:8][cH:9][cH:10]1)[C:6](=[O:11])[CH2:5][CH2:4]2.[C:17](=[O:18])([O-:19])[O-:20].[CH3:23][c:24]1[cH:25][cH:26][cH:27][cH:28][cH:29]1.[K+:21].[K+:22]>>[c:2]1([CH2:14][CH3:15])[c:3]2[c:7]([cH:8][cH:9][cH:10]1)[C:6](=[O:11])[CH2:5][CH2:4]2. Reactants: C(C)OP(=O)(OCC)CC(=O)[O-] (Diethylphosphonoacetate), [H-].[Na+] (sodium hydride), C(CC1=CC=CC=C1)Br (phenethyl bromide). The solvent is C1CCOC1 (THF). Conditions: temperature 0 celsius, time 10 minute. Yields the product C(C)(C)(C)OC(C(CCC1=CC=CC=C1)P(=O)(OCC)OCC)=O (2-(Diethoxy-phosphoryl)-4-phenyl-butyric acid tert-butyl ester). RXN SMILES: [CH2:1]([O:3][P:4]([CH2:9][C:10]([O-:12])=[O:11])([O:6][CH2:7][CH3:8])=[O:5])[CH3:2].[H-].[Na+].[CH2:15](Br)[CH2:16][C:17]1[CH:22]=[CH:21][CH:20]=[CH:19][CH:18]=1>C1COCC1>[C:17]([O:11][C:10](=[O:12])[CH:9]([P:4]([O:3][CH2:1][CH3:2])([O:6][CH2:7][CH3:8])=[O:5])[CH2:15][CH2:16][C:17]1[CH:22]=[CH:21][CH:20]=[CH:19][CH:18]=1)([CH3:22])([CH3:18])[CH3:16] |f:1.2|. Procedure: Diethylphosphonoacetate (1.00 g, 3.96 mmol) was added drop wise at 0° C. to a stirring suspension of sodium hydride (0.095 g, 3.96 mmol) in anhydrous THF (50 mL). The mixture was then allowed to stir for 10 minutes at 0° C. and then for 1 hour at room temperature before it was cooled again to 0° C. followed by the addition of phenethyl bromide (0.73 g, 3.96 mmol). The mixture was then allowed to proceed for 24 hours at room temperature. The solvent was evaporated and the residue was taken-up in ... The reactants are Cl.ClC1=C2C(=NC(=C1)C1=CC(=CC=C1)Cl)CCC2 (4-chloro-2-(3-chlorophenyl)-6,7-dihydro-5H-cyclopenta[b]pyridine hydrochloride), CNC1=CC=C(C=C1)CC(=O)N (2-(4-(methylamino)phenyl)acetamide). Run in CN1CCCC1=O (NMP). Product: ClC=1C=C(C=CC1)C1=CC(=C2C(=N1)CCC2)N(C2=CC=C(C=C2)CC(=O)N)C (2-(4-((2-(3-Chlorophenyl)-6,7-dihydro-5H-cyclopenta[b]pyridin-4-yl)(methyl)amino)phenyl)acetamide). Isolated yield 15.3%. Reaction SMILES: Cl.Cl[C:3]1[CH:8]=[C:7]([C:9]2[CH:14]=[CH:13][CH:12]=[C:11]([Cl:15])[CH:10]=2)[N:6]=[C:5]2[CH2:16][CH2:17][CH2:18][C:4]=12.[CH3:19][NH:20][C:21]1[CH:26]=[CH:25][C:24]([CH2:27][C:28]([NH2:30])=[O:29])=[CH:23][CH:22]=1>CN1C(=O)CCC1>[Cl:15][C:11]1[CH:10]=[C:9]([C:7]2[N:6]=[C:5]3[CH2:16][CH2:17][CH2:18][C:4]3=[C:3]([N:20]([CH3:19])[C:21]3[CH:22]=[CH:23][C:24]([CH2:27][C:28]([NH2:30])=[O:29])=[CH:25][CH:26]=3)[CH:8]=2)[CH:14]=[CH:13][CH:12]=1 |f:0.1|. Reported procedure: A mixture of 4-chloro-2-(3-chlorophenyl)-6,7-dihydro-5H-cyclopenta[b]pyridine hydrochloride (0.060 g, 0.20 mmol) and 2-(4-(methylamino)phenyl)acetamide (0.066 g, 0.40 mmol) in NMP (3 mL) was microwaved for 3 h at 140° C. After this time, the mixture was purified by silica gel chromatography followed by preparative HPLC to afford the title compound (0.012 g, 15%) as a white solid. MW=391.89. 1H NMR (DMSO-d6, 500 MHz) δ 14.18 (br s, 1H), 8.10 (s, 1H), 7.94 (d, J=7.5 Hz, 1H), 7.70-7.66 (m, 2H), 7.5... Starting materials: CC(C)c1cc(C(C)C)c(S(=O)(=O)OCC2(O)CN(C(=O)c3cscc3Nc3ccc(I)cc3F)C2)c(C(C)C)c1, CC(C)(C)N, [H-], [Na+], C1CCOC1. The product is CC(C)(C)NCC1(O)CN(C(=O)c2cscc2Nc2ccc(I)cc2F)C1. Reaction SMILES: [CH3:1][CH:2]([c:3]1[cH:4][c:5]([CH:6]([CH3:7])[CH3:8])[cH:9][c:10]([CH:11]([CH3:12])[CH3:13])[c:14]1[S:15]([O:16][CH2:20][C:21]1([OH:41])[CH2:22][N:23]([C:25](=[O:26])[c:27]2[cH:28][s:29][cH:30][c:31]2[NH:32][c:33]2[c:34]([F:40])[cH:35][c:36]([I:39])[cH:37][cH:38]2)[CH2:24]1)(=[O:17])=[O:18])[CH3:19].[CH3:44][C:45]([CH3:46])([CH3:47])[NH2:48].[H-:42].[Na+:43].[O:49]1[CH2:50][CH2:51][CH2:52][CH2:53]1>>[CH2:20]([C:21]1([OH:41])[CH2:22][N:23]([C:25](=[O:26])[c:27]2[cH:28][s:29][cH:30][c:31]2[NH:32][c:33]2[c:34]([F:40])[cH:35][c:36]([I:39])[cH:37][cH:38]2)[CH2:24]1)[NH:48][C:45]([CH3:44])([CH3:46])[CH3:47]. Reactants: N#CBr (cyanogen bromide), C(C)(C)(C)OC(=O)C(CN)CN (2-tert-butoxycarbonyl aminopropylamine), FC1=C(C=CC=C1)[N+](=O)[O-] (2-fluoro-nitrobenzene). The product is Br.C(C)(C)(C)OC(=O)C(CN1C(=NC2=C1C=CC=C2)N)CN (1-(2-tert-Butoxy carbonyl aminopropyl)-2-aminobenzimidazole hydrobromide), desired material. As a reaction SMILES: [C:1]([O:5][C:6]([CH:8]([CH2:11][NH2:12])[CH2:9][NH2:10])=[O:7])([CH3:4])([CH3:3])[CH3:2].F[C:14]1[CH:19]=[CH:18][CH:17]=[CH:16][C:15]=1[N+:20]([O-])=O.[N:23]#[C:24][Br:25]>>[BrH:25].[C:1]([O:5][C:6]([CH:8]([CH2:9][NH2:10])[CH2:11][N:12]1[C:14]2[CH:19]=[CH:18][CH:17]=[CH:16][C:15]=2[N:20]=[C:24]1[NH2:23])=[O:7])([CH3:4])([CH3:3])[CH3:2] |f:3.4|. Procedure: 1-(2-tert-Butoxy carbonyl aminopropyl)-2-aminobenzimidazole hydrobromide was prepared by the method of Example 1 using 2-tert-butoxycarbonyl aminopropylamine and 2-fluoro-nitrobenzene as starting materials. The cyclization reaction using cyanogen bromide gave the desired material as a solid which was collected by filtration MS 290 (M+1). 1H NMR (DMSO): δ 0.74 (s, 9H,) 0.96 (d, 3H), 3.67 (m, 3H), 6.57 (d, 1H), 7.03(m, 3H), 8.44 (s, 2H, NH2), 12.35 (broad s, NH). Run at time 2 hour. The product is desired intermediate, N(=O)C1=CC(=C(C(=C1)C(C)(C)C)O)C(C)(C)C (4-nitroso-2,6-di-tert-butylphenol). RXN SMILES: C(O)C.Cl.[C:5]([C:9]1[CH:14]=[CH:13][CH:12]=[C:11]([C:15]([CH3:18])([CH3:17])[CH3:16])[C:10]=1[OH:19])([CH3:8])([CH3:7])[CH3:6].[N:20]([O-])=[O:21].[Na+]>O>[N:20]([C:13]1[CH:14]=[C:9]([C:5]([CH3:8])([CH3:7])[CH3:6])[C:10]([OH:19])=[C:11]([C:15]([CH3:18])([CH3:17])[CH3:16])[CH:12]=1)=[O:21] |f:3.4|. Procedure: Ethanol (75 ml) was cooled to 15° C and saturated with hydrogen chloride gas. This solution was diluted by addition of another 400 ml of ethanol. To this alcoholic solution was added 82.4 grams of 2,6-di-tert-butylphenol. After it was dissolved, a solution of 30.4 grams of sodium nitrite in 40 ml of water was added at 15°-20° C over a period of one hour with stirring. Stirring was continued for another two hours with the temperature allowed to rise to room temperature. The solution was diluted w... Run in O (water), O (water). Reactants: C(C)O (ethanol), C(C)O (Ethanol), Cl (hydrogen chloride), N(=O)[O-].[Na+] (sodium nitrite), C(C)(C)(C)C1=C(C(=CC=C1)C(C)(C)C)O (2,6-di-tert-butylphenol). The reactants are CO, Cc1ccccc1, Cc1ccc(C2c3c(C)c(N=Nc4ccc([N+](=O)[O-])cc4)c(C)c(C)c3OC2(C)C)cc1, [Na+], [Na+], [Na+], [OH-], O, O=S([O-])S(=O)[O-]. The product is Cc1ccc(C2c3c(C)c(N)c(C)c(C)c3OC2(C)C)cc1. Reaction SMILES: [CH3:41][OH:42].[CH3:45][c:46]1[cH:47][cH:48][cH:49][cH:50][cH:51]1.[N+:1]([c:2]1[cH:3][cH:4][c:5]([N:6]=[N:11][c:12]2[c:13]([CH3:32])[c:14]([CH3:31])[c:15]3[c:16]([c:29]2[CH3:30])[CH:17]([c:22]2[cH:23][cH:24][c:25]([CH3:28])[cH:26][cH:27]2)[C:18]([CH3:20])([CH3:21])[O:19]3)[cH:7][cH:8]1)([O-:9])=[O:10].[Na+:39].[Na+:40].[Na+:44].[OH-:43].[OH2:52].[S:33]([S:34]([O-:35])=[O:36])([O-:37])=[O:38]>>[NH2:11][c:12]1[c:13]([CH3:32])[c:14]([CH3:31])[c:15]2[c:16]([c:29]1[CH3:30])[CH:17]([c:22]1[cH:23][cH:24][c:25]([CH3:28])[cH:26][cH:27]1)[C:18]([CH3:20])([CH3:21])[O:19]2.